This data is from the Open Reaction Database (ORD), a public repository of structured organic reaction records. The task is: describe an organic reaction: reactants, conditions, products, and yield Starting materials: COC1=C(C=CC=2C=3N(C(=NC12)N)CCN3)OCCCS(=O)(=O)N3CCOCC3 (7-methoxy-8-[3-(morpholin-4-ylsulfonyl)propoxy]-2,3-dihydroimidazo[1,2-c]quinazolin-5-amine), C(C)(C)(C)OC(=O)NC1=NC=C(C=N1)C(=O)O (2-[(tert-butoxycarbonyl)amino]pyrimidine-5-carboxylic acid). Yields the product C(C)(C)(C)OC(NC1=NC=C(C=N1)C(NC1=NC=2C(=C(C=CC2C=2N1CCN2)OCCCS(=O)(=O)N2CCOCC2)OC)=O)=O (tert-butyl[5-({7-methoxy-8-[3-(morpholin-4-ylsulfonyl)propoxy]-2,3-dihydroimidazo[1,2-c]quinazolin-5-yl}carbamoyl)pyrimidin-2-yl]carbamate). RXN SMILES: [CH3:1][O:2][C:3]1[C:12]2[N:11]=[C:10]([NH2:13])[N:9]3[CH2:14][CH2:15][N:16]=[C:8]3[C:7]=2[CH:6]=[CH:5][C:4]=1[O:17][CH2:18][CH2:19][CH2:20][S:21]([N:24]1[CH2:29][CH2:28][O:27][CH2:26][CH2:25]1)(=[O:23])=[O:22].[C:30]([O:34][C:35]([NH:37][C:38]1[N:43]=[CH:42][C:41]([C:44](O)=[O:45])=[CH:40][N:39]=1)=[O:36])([CH3:33])([CH3:32])[CH3:31]>>[C:30]([O:34][C:35](=[O:36])[NH:37][C:38]1[N:43]=[CH:42][C:41]([C:44](=[O:45])[NH:13][C:10]2[N:9]3[CH2:14][CH2:15][N:16]=[C:8]3[C:7]3[CH:6]=[CH:5][C:4]([O:17][CH2:18][CH2:19][CH2:20][S:21]([N:24]4[CH2:25][CH2:26][O:27][CH2:28][CH2:29]4)(=[O:22])=[O:23])=[C:3]([O:2][CH3:1])[C:12]=3[N:11]=2)=[CH:40][N:39]=1)([CH3:33])([CH3:31])[CH3:32]. Procedure: The procedure used for the preparation of Example 16, Step 2 was used to prepare the title compound from 7-methoxy-8-[3-(morpholin-4-ylsulfonyl)propoxy]-2,3-dihydroimidazo[1,2-c]quinazolin-5-amine (Example 22, Step 1) and 2-[(tert-butoxycarbonyl)amino]pyrimidine-5-carboxylic acid. High vacuum drying gave the title compound (227 mg, 74%): HPLC MS RT=2.57 min, MH+=645.1; 1H NMR (DMSO-d6+2 drops TFA-d) δ: 1.46 (9H, s), 2.22-2.27 (2H, m), 3.15-3.18 (4H, m), 3.24-3.29 (2H, m), 3.62-3.65 (4H, m), 4.00... Reactants: ClCCl, ClC(Cl)Cl, COc1cc(-n2nc(C)n(C(F)F)c2=O)ccc1C, O=S(=O)(Cl)Cl. Yields the product COc1cc(-n2nc(C)n(C(F)F)c2=O)c(Cl)cc1C. As a reaction SMILES: [CH2:29]([Cl:30])[Cl:31].[CH:25]([Cl:26])([Cl:27])[Cl:28].[F:1][CH:2]([n:3]1[c:4]([CH3:18])[n:5][n:6](-[c:9]2[cH:10][c:11]([O:16][CH3:17])[c:12]([CH3:15])[cH:13][cH:14]2)[c:7]1=[O:8])[F:19].[S:20]([Cl:21])(=[O:22])([Cl:23])=[O:24]>>[F:1][CH:2]([n:3]1[c:4]([CH3:18])[n:5][n:6](-[c:9]2[cH:10][c:11]([O:16][CH3:17])[c:12]([CH3:15])[cH:13][c:14]2[Cl:23])[c:7]1=[O:8])[F:19]. Reactants: C(=O)(O)C1=CC=C(C=CC(=O)C2=CC=CC=C2)C=C1 (4-carboxybenzalacetophenone), OO (hydrogen peroxide), Cl (hydrochloric acid). Run in [OH-].[Na+] (sodium hydroxide), O (water), [OH-].[Na+] (sodium hydroxide). Run at time 4 hour. The product is C(=O)(O)C1=CC=C(C=C1)C1C(C(=O)C2=CC=CC=C2)O1 (3-(4-carboxyphenyl)-1-phenyl-2,3-epoxy-1-propanone). RXN SMILES: [C:1]([C:4]1[CH:19]=[CH:18][C:7]([CH:8]=[CH:9][C:10]([C:12]2[CH:17]=[CH:16][CH:15]=[CH:14][CH:13]=2)=[O:11])=[CH:6][CH:5]=1)([OH:3])=[O:2].[OH:20]O.Cl>[OH-].[Na+].O>[C:1]([C:4]1[CH:19]=[CH:18][C:7]([CH:8]2[O:20][CH:9]2[C:10]([C:12]2[CH:13]=[CH:14][CH:15]=[CH:16][CH:17]=2)=[O:11])=[CH:6][CH:5]=1)([OH:3])=[O:2] |f:3.4|. Reported procedure: To a solution of 18.9 g of 4-carboxybenzalacetophenone in 7.5 ml of 1N sodium hydroxide solution and 225 ml of water was added 15 ml of 30% hydrogen peroxide. After cooling in an ice-water bath, 50 ml of 0.5N sodium hydroxide was added dropwise over 5 min. The reaction mixture was stirred at room temperature for 31/4 hrs. and acidified to pH of 6.5 with 1N hydrochloric acid. After stirring at room temperature for 1 hr., the solid was collected on a filter, washed with water and air-dried. Recrys... The reactants are CO, [Na+], C=CCON=C(C(=O)OCC)C1=CSCCO1, [OH-]. The product is C=CCON=C(C(=O)O)C1=CSCCO1. As a reaction SMILES: [CH3:20][OH:21].[Na+:2].[O:3]1[CH2:4][CH2:5][S:6][CH:7]=[C:8]1[C:9]([C:10](=[O:11])[O:12][CH2:13][CH3:14])=[N:15][O:16][CH2:17][CH:18]=[CH2:19].[OH-:1]>>[O:3]1[CH2:4][CH2:5][S:6][CH:7]=[C:8]1[C:9]([C:10](=[O:11])[OH:12])=[N:15][O:16][CH2:17][CH:18]=[CH2:19]. As a reaction SMILES: C([N:3]1[C:15]2[C:14]([O:16][CH3:17])=[CH:13][CH:12]=[C:11]([S:18](Cl)(=[O:20])=[O:19])[C:10]=2[C:9]2[C:4]1=[CH:5][CH:6]=[CH:7][CH:8]=2)=O.[NH2:22][C:23]1[CH:28]=[CH:27][N:26]=[CH:25][CH:24]=1>N1C=CC=CC=1>[CH3:17][O:16][C:14]1[C:15]2[NH:3][C:4]3[C:9](=[CH:8][CH:7]=[CH:6][CH:5]=3)[C:10]=2[C:11]([S:18]([NH:22][C:23]2[CH:28]=[CH:27][N:26]=[CH:25][CH:24]=2)(=[O:19])=[O:20])=[CH:12][CH:13]=1. Reaction conditions: temperature 100 celsius. The product is COC1=CC=C(C=2C3=CC=CC=C3NC12)S(=O)(=O)NC1=CC=NC=C1 (1-methoxy-4-[4-pyridinylaminosulphonyl]-9H-carbazole). Procedure details: Intermediate 63 (0.2 g, 0.62 mM) was dissolved in 5 ml of pyridine. To it was added 4-aminopyridine (0.35 g, 3.7 mM) and the reaction mixture was heated at 100° C. for three hours. The solvent was evaporated and the residue was purified on a silica gel column using MeOH(CHCl3 to obtain the deformylated desired compound as a white solid with a yield of 41% (0.097 g); mp 311-313° C. Solvent: N1=CC=CC=C1 (pyridine). Reactants: C(=O)N1C2=CC=CC=C2C=2C(=CC=C(C12)OC)S(=O)(=O)Cl (N-Formyl-1-methoxy-4-chlorosulphonyl-9H-carbazole), NC1=CC=NC=C1 (4-aminopyridine). The yield is 41.0%. Starting materials: [N+](=O)([O-])C1=CC=C(COC(=O)N2CCC(CC2)=CCO)C=C1 (2-(1-p-nitrobenzyloxycarbonyl-4-piperidinylidene)ethyl alcohol), C1(=CC=CC=C1)P(C1=CC=CC=C1)C1=CC=CC=C1 (triphenyl phosphine), BrN1C(CCC1=O)=O (N-bromosuccinimide). Solvent: O1CCCC1 (tetrahydrofuran). Conditions: time 2 hour. Product: [N+](=O)([O-])C1=CC=C(COC(=O)N2CCC(CC2)=CCBr)C=C1 (2-(1-p-nitrobenzyloxycarbonyl-4-piperidinylidene)ethylbromide). As a reaction SMILES: [N+:1]([C:4]1[CH:22]=[CH:21][C:7]([CH2:8][O:9][C:10]([N:12]2[CH2:17][CH2:16][C:15](=[CH:18][CH2:19]O)[CH2:14][CH2:13]2)=[O:11])=[CH:6][CH:5]=1)([O-:3])=[O:2].C1(P(C2C=CC=CC=2)C2C=CC=CC=2)C=CC=CC=1.[Br:42]N1C(=O)CCC1=O>O1CCCC1>[N+:1]([C:4]1[CH:22]=[CH:21][C:7]([CH2:8][O:9][C:10]([N:12]2[CH2:17][CH2:16][C:15](=[CH:18][CH2:19][Br:42])[CH2:14][CH2:13]2)=[O:11])=[CH:6][CH:5]=1)([O-:3])=[O:2]. Procedure: To a mixture of 2-(1-p-nitrobenzyloxycarbonyl-4-piperidinylidene)ethyl alcohol (1.13 g) and triphenyl phosphine (1.94 g) in tetrahydrofuran (65 ml) was added N-bromosuccinimide (1.31 g) at room temperature and stirred for 2 hours. The reaction mixture was filtered to remove any insoluble materials and the filtrate was concentrated in vacuo to give an oily residue which was purified by silica gel chromatography to give 2-(1-p-nitrobenzyloxycarbonyl-4-piperidinylidene)ethylbromide. Starting materials: O1CCOC2=C1C=CC(=C2)N2C1CC=CCC(C2)NC1 (7-(2,3-Dihydro-benzo[1,4]dioxin-6-yl)-7,9-diaza-bicyclo[4.2.2]dec-3-ene), O1C(C1)COC1=C2C=CNC2=CC=C1 (4-oxiranylmethoxy-1H-indole), CCN(C(C)C)C(C)C (DiPEA). Run in C(C)O (ethanol). Reaction conditions: temperature 120 celsius. Product: O1CCOC2=C1C=CC(=C2)N2C1CC=CCC(N(C1)CC(COC1=C3C=CNC3=CC=C1)O)C2 (1-[9-(2,3-Dihydro-benzo[1,4]dioxin-6-yl)-7,9-diaza-bicyclo[4.2.2]dec-3-en-7-yl]-3-(1H-indol-4-yloxy)-propan-2-ol). As a reaction SMILES: [O:1]1[C:6]2[CH:7]=[CH:8][C:9]([N:11]3[CH2:18][CH:17]4[NH:19][CH2:20][CH:12]3[CH2:13][CH:14]=[CH:15][CH2:16]4)=[CH:10][C:5]=2[O:4][CH2:3][CH2:2]1.[O:21]1[CH2:23][CH:22]1[CH2:24][O:25][C:26]1[CH:34]=[CH:33][CH:32]=[C:31]2[C:27]=1[CH:28]=[CH:29][NH:30]2.CCN(C(C)C)C(C)C>C(O)C>[O:1]1[C:6]2[CH:7]=[CH:8][C:9]([N:11]3[CH2:18][CH:17]4[N:19]([CH2:23][CH:22]([OH:21])[CH2:24][O:25][C:26]5[CH:34]=[CH:33][CH:32]=[C:31]6[C:27]=5[CH:28]=[CH:29][NH:30]6)[CH2:20][CH:12]3[CH2:13][CH:14]=[CH:15][CH2:16]4)=[CH:10][C:5]=2[O:4][CH2:3][CH2:2]1. Procedure details: 7-(2,3-Dihydro-benzo[1,4]dioxin-6-yl)-7,9-diaza-bicyclo[4.2.2]dec-3-ene (15 mg, 0.055 mmol) and 4-oxiranylmethoxy-1H-indole (20 mg, 0.106 mmol) were placed in a μW tube with ethanol (2 ml), DiPEA (0.2 mL) and heated to 120° C. for 900 sec. The solvent was evaporated to yield a crude oil, which was purified via reverse phase chromatography (20% CH3CN to 90% CH3CN in water) to yield the title compound as a residue. The reactants are 1c, C(C)(C)(C)OC(=O)N1C[C@]2(CC3=C(C=C2CC1)N(N=C3)C3=CC=C(C=C3)F)COC ((R)-1-(4-Fluorophenyl)-4a-methoxymethyl-1,4,4a,5,7,8-hexahydro-1,2,6-triazacyclopenta[b]naphthalene-6-carboxylic acid tert-butyl ester), BrC=1C=C(C=NC1)S(=O)(=O)Cl (5-bromopyridine-3-sulfonyl chloride). Product: BrC=1C=C(C=NC1)S(=O)(=O)N1C[C@]2(CC3=C(C=C2CC1)N(N=C3)C3=CC=C(C=C3)F)COC ((R)-6-(5-Bromopyridine-3-sulfonyl)-1-(4-fluorophenyl)-4a-methoxymethyl-4,4a,5,6,7,8-hexahydro-1H-1,2,6-triazacyclopenta[b]naphthalene). RXN SMILES: C(OC([N:8]1[CH2:17][CH2:16][C:15]2[C@:10]([CH2:28][O:29][CH3:30])([CH2:11][C:12]3[CH:20]=[N:19][N:18]([C:21]4[CH:26]=[CH:25][C:24]([F:27])=[CH:23][CH:22]=4)[C:13]=3[CH:14]=2)[CH2:9]1)=O)(C)(C)C.[Br:31][C:32]1[CH:33]=[C:34]([S:38](Cl)(=[O:40])=[O:39])[CH:35]=[N:36][CH:37]=1>>[Br:31][C:32]1[CH:33]=[C:34]([S:38]([N:8]2[CH2:17][CH2:16][C:15]3[C@:10]([CH2:28][O:29][CH3:30])([CH2:11][C:12]4[CH:20]=[N:19][N:18]([C:21]5[CH:26]=[CH:25][C:24]([F:27])=[CH:23][CH:22]=5)[C:13]=4[CH:14]=3)[CH2:9]2)(=[O:40])=[O:39])[CH:35]=[N:36][CH:37]=1. Reported procedure: The title compound was prepared by the method of Preparation 1c using (R)-1-(4-Fluorophenyl)-4a-methoxymethyl-1,4,4a,5,7,8-hexahydro-1,2,6-triazacyclopenta[b]naphthalene-6-carboxylic acid tert-butyl ester and 5-bromopyridine-3-sulfonyl chloride. LCMS (Method D): 533 (M+H)+, Retention time 4.1 minutes. The reactants are CO, CCC(CC)(c1ccc(CCC(O)C(C)(C)C)c(C)c1)c1ccc(-c2ccc(CC(=O)OC)c(F)c2)c(C)c1, Cl, [Na+], [OH-], O. Yields the product CCC(CC)(c1ccc(CCC(O)C(C)(C)C)c(C)c1)c1ccc(-c2ccc(CC(=O)O)c(F)c2)c(C)c1. RXN SMILES: [CH3:44][OH:45].[CH3:4][O:5][C:6]([CH2:7][c:8]1[c:9]([F:41])[cH:10][c:11](-[c:14]2[c:15]([CH3:40])[cH:16][c:17]([C:20]([CH2:21][CH3:22])([c:23]3[cH:24][c:25]([CH3:37])[c:26]([CH2:29][CH2:30][CH:31]([C:32]([CH3:33])([CH3:34])[CH3:35])[OH:36])[cH:27][cH:28]3)[CH2:38][CH3:39])[cH:18][cH:19]2)[cH:12][cH:13]1)=[O:42].[ClH:43].[Na+:2].[OH-:1].[OH2:3]>>[O:5]=[C:6]([CH2:7][c:8]1[c:9]([F:41])[cH:10][c:11](-[c:14]2[c:15]([CH3:40])[cH:16][c:17]([C:20]([CH2:21][CH3:22])([c:23]3[cH:24][c:25]([CH3:37])[c:26]([CH2:29][CH2:30][CH:31]([C:32]([CH3:33])([CH3:34])[CH3:35])[OH:36])[cH:27][cH:28]3)[CH2:38][CH3:39])[cH:18][cH:19]2)[cH:12][cH:13]1)[OH:42].